This data is from the Open Reaction Database (ORD), a public repository of structured organic reaction records. The task is: describe an organic reaction: reactants, conditions, products, and yield Conditions: time 30 minute. The solvent is N1=CC=CC=C1 (pyridine). Product: C(C)(=O)C1=CC=C2C=CC(=NC2=C1)COC=1C=C(C=CC1)NC(CC(C(=O)O)(CC)CC)=O (4-[3-(7-acetyl-2-quinolinylmethoxy)phenylamino]-2,2-diethyl-4-oxobutanoic acid). Procedure: 0.36 g of 3-(7-acetyl-2-quinolinylmethoxy)aniline and 0.385 g of 2,2-diethylsuccinic acid anhydride are stirred in 5 ml of pyridine for 72 hours at 20° and concentrated by evaporation. The residue is suspended in 5 ml of 2N aqueous hydrochloric acid, the suspension is stirred for 30 min. at 20° and filtered and the residue retained on the filter is dried in vacuo at 20°. The crude product obtained is chromatographed on 50 g of silica gel. The product-containing fractions (eluted with toluene/eth... Reactants: C(C)(=O)C1=CC=C2C=CC(=NC2=C1)COC=1C=C(N)C=CC1 (3-(7-acetyl-2-quinolinylmethoxy)aniline), C(C)C1(C(=O)OC(C1)=O)CC (2,2-diethylsuccinic acid anhydride). RXN SMILES: [C:1]([C:4]1[CH:13]=[C:12]2[C:7]([CH:8]=[CH:9][C:10]([CH2:14][O:15][C:16]3[CH:17]=[C:18]([CH:20]=[CH:21][CH:22]=3)[NH2:19])=[N:11]2)=[CH:6][CH:5]=1)(=[O:3])[CH3:2].[CH2:23]([C:25]1([CH2:32][CH3:33])[CH2:30][C:29](=[O:31])[O:28][C:26]1=[O:27])[CH3:24]>N1C=CC=CC=1>[C:1]([C:4]1[CH:13]=[C:12]2[C:7]([CH:8]=[CH:9][C:10]([CH2:14][O:15][C:16]3[CH:17]=[C:18]([NH:19][C:29](=[O:31])[CH2:30][C:25]([CH2:32][CH3:33])([CH2:23][CH3:24])[C:26]([OH:28])=[O:27])[CH:20]=[CH:21][CH:22]=3)=[N:11]2)=[CH:6][CH:5]=1)(=[O:3])[CH3:2].